Dataset: the Open Reaction Database (ORD), a public repository of structured organic reaction records. Task: describe an organic reaction: reactants, conditions, products, and yield Reactants: CC1=CC=CC(=N1)C1(CCN(CC1)S(=O)(=O)CCC)C#N (4-(6-methylpyridin-2-yl)-1-(propylsulfonyl)piperidine-4-carbonitrile). The reagents and catalysts are [Ni] (Ni). As a reaction SMILES: [CH3:1][C:2]1[N:7]=[C:6]([C:8]2([C:20]#[N:21])[CH2:13][CH2:12][N:11]([S:14]([CH2:17][CH2:18][CH3:19])(=[O:16])=[O:15])[CH2:10][CH2:9]2)[CH:5]=[CH:4][CH:3]=1>N.CO.[Ni]>[CH3:1][C:2]1[N:7]=[C:6]([C:8]2([CH2:20][NH2:21])[CH2:9][CH2:10][N:11]([S:14]([CH2:17][CH2:18][CH3:19])(=[O:16])=[O:15])[CH2:12][CH2:13]2)[CH:5]=[CH:4][CH:3]=1 |f:1.2|. Procedure details: A 4-(6-methylpyridin-2-yl)-1-(propylsulfonyl)piperidine-4-carbonitrile (II-4A) (2.77 g, 9 mmole) and Raney-Ni (1.5 g) in ammonia-MeOH (2M, 80 mL) was hydrogenated under H2 (55 psi) at rt o/n. After this time LCMS indicated that the reaction was completion. The catalyst was filtered and washed with MeOH (6×60 mL). The MeOH solution was concentrated on a rotary evaporator to afford {[4-(6-methylpyridin-2-yl)-1-(propylsulfonyl)piperidin-4-yl]methyl}amine (II-5) as a liquid. Anal LCMS: single peak (... Solvent: N.CO (ammonia MeOH). Yields the product CC1=CC=CC(=N1)C1(CCN(CC1)S(=O)(=O)CCC)CN ({[4-(6-methylpyridin-2-yl)-1-(propylsulfonyl)piperidin-4-yl]methyl}amine). Starting materials: COC(=O)C1C(C(C)OCc2ccccc2)OC2CC(=O)N21, CCO, [H][H]. Yields the product COC(=O)C1C(C(C)O)OC2CC(=O)N21. As a reaction SMILES: [CH2:1]([c:2]1[cH:3][cH:4][cH:5][cH:6][cH:7]1)[O:8][CH:9]([CH3:10])[CH:11]1[CH:12]([C:19](=[O:20])[O:21][CH3:22])[N:13]2[C:14](=[O:18])[CH2:15][CH:16]2[O:17]1.[CH3:25][CH2:26][OH:27].[H:23][H:24]>>[OH:8][CH:9]([CH3:10])[CH:11]1[CH:12]([C:19](=[O:20])[O:21][CH3:22])[N:13]2[C:14](=[O:18])[CH2:15][CH:16]2[O:17]1. The reactants are [C-]#N, CCCCC1CCC(CCl)CC1, CS(C)=O, [Na+], O. Yields the product CCCCC1CCC(CC#N)CC1. As a reaction SMILES: [C-:13]#[N:14].[CH2:1]([CH2:2][CH2:3][CH3:4])[CH:5]1[CH2:6][CH2:7][CH:8]([CH2:11][Cl:12])[CH2:9][CH2:10]1.[CH3:16][S:17]([CH3:18])=[O:19].[Na+:15].[OH2:20]>>[CH2:1]([CH2:2][CH2:3][CH3:4])[CH:5]1[CH2:6][CH2:7][CH:8]([CH2:11][C:13]#[N:14])[CH2:9][CH2:10]1.